This data is from the Open Reaction Database (ORD), a public repository of structured organic reaction records. The task is: describe an organic reaction: reactants, conditions, products, and yield Starting materials: C(C)(C)(C)OC(=O)CN1C(C(=C(C2=CC=CN=C12)C1=CC(=CC=C1)OC)NC(=O)NC1=C(C=CC=C1C(C)C)C(C)C)=O (N-[(1-tert-butoxycarbonylmethyl)-4-(3-methoxyphenyl)-1,2-dihydro-2-oxo-1,8-naphthyridin-3-yl]-N'-(2,6-diisopropylphenyl)urea), FC(C(=O)O)(F)F (trifluoroacetic acid). The solvent is C(Cl)Cl (methylene chloride). Run at time 1.5 hour. The product is C(=O)(O)CN1C(C(=C(C2=CC=CN=C12)C1=CC(=CC=C1)OC)NC(=O)NC1=C(C=CC=C1C(C)C)C(C)C)=O (N-[1-carboxymethyl-4-(3-methoxyphenyl)-1,2-dihydro-2-oxo-1,8-naphthyridin-3-yl]-N'-(2,6-diisopropylphenyl)urea). Isolated yield 405.3%. Reaction SMILES: C([O:5][C:6]([CH2:8][N:9]1[C:18]2[C:13](=[CH:14][CH:15]=[CH:16][N:17]=2)[C:12]([C:19]2[CH:24]=[CH:23][CH:22]=[C:21]([O:25][CH3:26])[CH:20]=2)=[C:11]([NH:27][C:28]([NH:30][C:31]2[C:36]([CH:37]([CH3:39])[CH3:38])=[CH:35][CH:34]=[CH:33][C:32]=2[CH:40]([CH3:42])[CH3:41])=[O:29])[C:10]1=[O:43])=[O:7])(C)(C)C.FC(F)(F)C(O)=O>C(Cl)Cl>[C:6]([CH2:8][N:9]1[C:18]2[C:13](=[CH:14][CH:15]=[CH:16][N:17]=2)[C:12]([C:19]2[CH:24]=[CH:23][CH:22]=[C:21]([O:25][CH3:26])[CH:20]=2)=[C:11]([NH:27][C:28]([NH:30][C:31]2[C:32]([CH:40]([CH3:41])[CH3:42])=[CH:33][CH:34]=[CH:35][C:36]=2[CH:37]([CH3:39])[CH3:38])=[O:29])[C:10]1=[O:43])([OH:7])=[O:5]. Procedure details: To a solution of N-[(1-tert-butoxycarbonylmethyl)-4-(3-methoxyphenyl)-1,2-dihydro-2-oxo-1,8-naphthyridin-3-yl]-N'-(2,6-diisopropylphenyl)urea (110 mg, 0.19 mmol) in methylene chloride (20 ml) was added trifluoroacetic acid (1 ml, 13 mmol), and the mixture was stirred at room temperature for 1.5 hour. The mixture was concentrated under reduced pressure, diluted with water, and basified with 4N aqueous NaOH solution, and washed with ethyl acetate. The aqueous layer was acidified with 2N aqueous HC... Reactants: N, S(C)C.B, C1CN(C[C@@H](C1=O)O)S(=O)(=O)C. Reagents/catalysts: c1ccc(cc1)-c2c3ccccc3cc4ccccc24 (9-Phenylanthracene). Conditions: temperature 25 celsius, time 18 hour. Yields the product CS(=O)(=O)N1CC[C@@H](N)[C@H](O)C1. As a reaction SMILES: [CH3:1][S:2]([N:5]1[CH2:11][C@H:9]([OH:10])[C:8](=O)[CH2:7][CH2:6]1)(=[O:4])=[O:3].[NH3:12].B.CSC>>[CH3:1][S:2]([N:5]1[CH2:11][C@@H:9]([OH:10])[C@H:8]([NH2:12])[CH2:7][CH2:6]1)(=[O:4])=[O:3]. Reactants: ClC=1C=C(C=2N(N1)C(=CN2)C#N)NC2=CC=C(C=C2)S(=O)(=O)NC (4-(6-chloro-3-cyanoimidazo[1,2-b]pyridazin-8-ylamino)-N-methylbenzenesulfonamide), C(C1=CC=CC=C1)N1CC(CCC1)NC=1C=C(C=2N(N1)C(=CN2)C#N)N(C2=CC=CC=C2)CC2=CC=C(C=C2)OC (6-(1-Benzylpiperidin-3-ylamino)-8-((4-methoxybenzyl)(phenyl)amino)imidazo[1,2-b]pyridazine-3-carbonitrile), [C@H]1(CC[C@H](CC1)N)N ((trans)-cyclohexane-1,4-diamine). Solvent: C(Cl)Cl (CH2Cl2). Conditions: temperature 165 celsius. Product: N[C@@H]1CC[C@H](CC1)NC=1C=C(C=2N(N1)C(=CN2)C#N)NC2=CC=C(C=C2)S(=O)(=O)NC (4-((6-((trans-4-Aminocyclohexyl)amino)-3-cyanoimidazo[1,2-b]pyridazin-8-yl)amino)-N-methylbenzenesulfonamide). Yield: 26.3%. As a reaction SMILES: Cl[C:2]1[CH:3]=[C:4]([NH:13][C:14]2[CH:19]=[CH:18][C:17]([S:20]([NH:23][CH3:24])(=[O:22])=[O:21])=[CH:16][CH:15]=2)[C:5]2[N:6]([C:8]([C:11]#[N:12])=[CH:9][N:10]=2)[N:7]=1.C(N1CCCC(NC2C=C(N(CC3C=CC(OC)=CC=3)C3C=CC=CC=3)C3N(C(C#N)=CN=3)N=2)C1)C1C=CC=CC=1.[C@H:66]1([NH2:73])[CH2:71][CH2:70][C@H:69]([NH2:72])[CH2:68][CH2:67]1>C(Cl)Cl>[NH2:72][C@H:69]1[CH2:70][CH2:71][C@H:66]([NH:73][C:2]2[CH:3]=[C:4]([NH:13][C:14]3[CH:19]=[CH:18][C:17]([S:20]([NH:23][CH3:24])(=[O:22])=[O:21])=[CH:16][CH:15]=3)[C:5]3[N:6]([C:8]([C:11]#[N:12])=[CH:9][N:10]=3)[N:7]=2)[CH2:67][CH2:68]1. Procedure details: In a 2 dram vial was added 4-(6-chloro-3-cyanoimidazo[1,2-b]pyridazin-8-ylamino)-N-methylbenzenesulfonamide (0.025 g, 0.069 mmol) from (1b) and (trans)-cyclohexane-1,4-diamine (0.700 g, 6.13 mmol). The mixture was heated to 165° C. for 1 hour. Upon cooling, The mixture was diluted with CH2Cl2, then washed with water, dried over Na2SO4, filtered, concentrated and purified by HPLC to provide the titled compound (0.008 g, 26.4% yield). 1H NMR (400 MHz, MeOD) δ ppm 7.91-7.99 (1H, s), 7.82-7.88 (2H, ... The reactants are NS(=O)(=O)CCCC(=O)N(CCN([C@H]1COC2=C(C=3N(C1)C=1C=C(C=CC1C3C3CCCCC3)C(=O)OC)C=CC=C2)C)C (methyl(7R)-7-[{2-[[4-(aminosulfonyl)butanoyl](methyl)amino]ethyl}-(methyl)amino]-14-cyclohexyl-7,8-dihydro -6H-indolo[1,2-e][1,5]benzoxazocine-11-carboxylate), CSC (DMS). The solvent is C1CCOC1 (THF). Run at time 1 hour. Yields the product NS(=O)(=O)CCCCN(CCN([C@H]1COC2=C(C=3N(C1)C=1C=C(C=CC1C3C3CCCCC3)C(=O)OC)C=CC=C2)C)C (methyl(7R)-7-[{2-[[4-(aminosulfonyl)butyl](methyl)amino]ethyl}(methyl)amino]-14-cyclohexyl-7,8-dihydro-6H-indolo[1,2-e][1,5]benzoxazocine-11-carboxylate). As a reaction SMILES: [NH2:1][S:2]([CH2:5][CH2:6][CH2:7][C:8]([N:10]([CH3:44])[CH2:11][CH2:12][N:13]([CH3:43])[C@@H:14]1[CH2:21][N:20]2[C:22]3[CH:23]=[C:24]([C:35]([O:37][CH3:38])=[O:36])[CH:25]=[CH:26][C:27]=3[C:28]([CH:29]3[CH2:34][CH2:33][CH2:32][CH2:31][CH2:30]3)=[C:19]2[C:18]2[CH:39]=[CH:40][CH:41]=[CH:42][C:17]=2[O:16][CH2:15]1)=O)(=[O:4])=[O:3].CSC>C1COCC1>[NH2:1][S:2]([CH2:5][CH2:6][CH2:7][CH2:8][N:10]([CH3:44])[CH2:11][CH2:12][N:13]([CH3:43])[C@@H:14]1[CH2:21][N:20]2[C:22]3[CH:23]=[C:24]([C:35]([O:37][CH3:38])=[O:36])[CH:25]=[CH:26][C:27]=3[C:28]([CH:29]3[CH2:34][CH2:33][CH2:32][CH2:31][CH2:30]3)=[C:19]2[C:18]2[CH:39]=[CH:40][CH:41]=[CH:42][C:17]=2[O:16][CH2:15]1)(=[O:3])=[O:4]. Procedure: A solution of methyl(7R)-7-[{2-[[4-(aminosulfonyl)butanoyl](methyl)amino]ethyl}-(methyl)amino]-14-cyclohexyl-7,8-dihydro -6H-indolo[1,2-e][1,5]benzoxazocine-11-carboxylate (0.03 M) in THF was treated with BH3.DMS complex (2 M in THF; 15 eq.). The resulting solution was stirred at RT for 1 h. The reaction was quenched by the careful addition of HCl/MeOH (1.25 M) and the resulting solution heated at 80° C. until all volatiles had evaporated to afford the title compound. The product was used in the... Starting materials: NC1=CC=CC=C1 (aniline), FC1=C(C=CC=C1)C(C(C(=O)OCC)C)=O (ethyl 3-(2-fluorophenyl)-2-methyl-3-oxopropanoate). Yields the product FC1=C(C=CC=C1)C1=NC2=CC=CC=C2C(=C1C)O (2-(2-fluorophenyl)-3-methylquinolin-4-ol). As a reaction SMILES: [NH2:1][C:2]1[CH:7]=[CH:6][CH:5]=[CH:4][CH:3]=1.[F:8][C:9]1[CH:14]=[CH:13][CH:12]=[CH:11][C:10]=1[C:15](=O)[CH:16]([CH3:22])[C:17](OCC)=[O:18]>>[F:8][C:9]1[CH:14]=[CH:13][CH:12]=[CH:11][C:10]=1[C:15]1[C:16]([CH3:22])=[C:17]([OH:18])[C:7]2[C:2](=[CH:3][CH:4]=[CH:5][CH:6]=2)[N:1]=1. Reported procedure: Prepared according to procedure R using aniline (0.91 mL, 10 mmol) and ethyl 3-(2-fluorophenyl)-2-methyl-3-oxopropanoate (4 g, 20 mmol) in PPA (4 g, 40 mmol). The resulting precipitate was collected by filtration, washed with water, and dried to give 2-(2-fluorophenyl)-3-methylquinolin-4-ol. Mass Spectrum (ESI) m/e=254 (M+1). The reactants are CC(=O)Nc1c(I)c(C(=O)[O-])c(I)c(N(C)C(C)=O)c1I, O=C1OCC(Cl)O1, [I-], [K+], [Na+], CN(C)C=O. Product: CC(=O)Nc1c(I)c(C(=O)OC2COC(=O)O2)c(I)c(N(C)C(C)=O)c1I. As a reaction SMILES: [C:8]([CH3:9])(=[O:10])[NH:11][c:12]1[c:13]([I:28])[c:14]([N:23]([CH3:24])[C:25]([CH3:26])=[O:27])[c:15]([I:22])[c:16]([C:19](=[O:20])[O-:21])[c:17]1[I:18].[Cl:1][CH:2]1[O:3][C:4](=[O:7])[O:5][CH2:6]1.[I-:31].[K+:29].[Na+:30].[O:32]=[CH:33][N:34]([CH3:35])[CH3:36]>>[CH:2]1([O:21][C:19]([c:16]2[c:15]([I:22])[c:14]([N:23]([CH3:24])[C:25]([CH3:26])=[O:27])[c:13]([I:28])[c:12]([NH:11][C:8]([CH3:9])=[O:10])[c:17]2[I:18])=[O:20])[O:3][C:4](=[O:7])[O:5][CH2:6]1.